Dataset: the Open Reaction Database (ORD), a public repository of structured organic reaction records. Task: describe an organic reaction: reactants, conditions, products, and yield Reactants: O.NN (hydrazine hydrate), ClC1=C(C=CC=C1)C1=NC2=CC(=CC=C2C=C1C(C)N1C(C2=CC=CC=C2C1=O)=O)F (2-(1-(2-(2-chlorophenyl)-7-fluoroquinolin-3-yl)ethyl)-isoindoline-1,3-dione), C(C)O (ethanol), C(Cl)Cl (CH2Cl2). Run at time 2.5 hour. Product: C(Cl)Cl.CO.[NH4+].[OH-] (CH2Cl2 MeOH NH4OH), ClC1=C(C=CC=C1)C1=NC2=CC(=CC=C2C=C1C(C)N)F (1-(2-(2-chlorophenyl)-7-fluoroquinolin-3-yl)-ethanamine). RXN SMILES: [Cl:1][C:2]1[CH:7]=[CH:6][CH:5]=[CH:4][C:3]=1[C:8]1[C:17]([CH:18]([N:20]2[C:28](=[O:29])C3C(=CC=CC=3)C2=O)[CH3:19])=[CH:16][C:15]2[C:10](=[CH:11][C:12]([F:31])=[CH:13][CH:14]=2)[N:9]=1.C([OH:34])C.O.NN.[CH2:38]([Cl:40])[Cl:39]>>[CH2:38]([Cl:40])[Cl:39].[CH3:28][OH:29].[NH4+:9].[OH-:34].[Cl:1][C:2]1[CH:7]=[CH:6][CH:5]=[CH:4][C:3]=1[C:8]1[C:17]([CH:18]([NH2:20])[CH3:19])=[CH:16][C:15]2[C:10](=[CH:11][C:12]([F:31])=[CH:13][CH:14]=2)[N:9]=1 |f:2.3,5.6.7.8|. Procedure details: To a suspension of 2-(1-(2-(2-chlorophenyl)-7-fluoroquinolin-3-yl)ethyl)-isoindoline-1,3-dione (impure) (0.9331 g, 2.166 mmol) in ethanol (43.31 mL, 2.166 mmol) was added hydrazine hydrate (1.349 mL, 43.31 mmol), and the mixture was stirred under reflux. After 2.5 h, the mixture was cooled to room temperature. The mixture was diluted with CH2Cl2 (50 mL), filtered to removed the precipitated byproduct, and washed the filtered solid with CH2Cl2 (50 mL). The filtrate containing the desired product ...